Dataset: the Open Reaction Database (ORD), a public repository of structured organic reaction records. Task: describe an organic reaction: reactants, conditions, products, and yield Procedure details: To 1-tert-butyloxycarbonyl-4-[(4-aminophenyloxy)methyl]piperidine (0.75 g) obtained in Example 13 were added dimethylformamide (10 ml), potassium carbonate (1.4 g) and dibromobutane (0.54 g) and the mixture was heated to 70° C. and stirred overnight. To the reaction solution was added water which was extracted with ethyl acetate (50 ml×3). The combined extract was dried over sodium sulfate and concentrated under reduced pressure. The residue thus obtained was purified by silica gel column chroma... As a reaction SMILES: [C:1]([O:5][C:6]([N:8]1[CH2:13][CH2:12][CH:11]([CH2:14][O:15][C:16]2[CH:21]=[CH:20][C:19]([NH2:22])=[CH:18][CH:17]=2)[CH2:10][CH2:9]1)=[O:7])([CH3:4])([CH3:3])[CH3:2].CN(C)C=O.C(=O)([O-])[O-].[K+].[K+].Br[CH:35]([CH:37](Br)[CH3:38])[CH3:36]>O>[C:1]([O:5][C:6]([N:8]1[CH2:9][CH2:10][CH:11]([CH2:14][O:15][C:16]2[CH:21]=[CH:20][C:19]([N:22]3[CH2:38][CH2:37][CH2:35][CH2:36]3)=[CH:18][CH:17]=2)[CH2:12][CH2:13]1)=[O:7])([CH3:4])([CH3:2])[CH3:3] |f:2.3.4|. The product is C(C)(C)(C)OC(=O)N1CCC(CC1)COC1=CC=C(C=C1)N1CCCC1 (1-tert-butyloxycarbonyl-4-[(4-pyrrolidinophenyloxy)methyl]piperidine). The reactants are C(C)(C)(C)OC(=O)N1CCC(CC1)COC1=CC=C(C=C1)N (1-tert-butyloxycarbonyl-4-[(4-aminophenyloxy)methyl]piperidine), CN(C=O)C (dimethylformamide), C([O-])([O-])=O.[K+].[K+] (potassium carbonate), BrC(C)C(C)Br (dibromobutane). Conditions: temperature 70 celsius, time 8 hour. Isolated yield 62.3%. Solvent: O (water). The reactants are C(Cl)Cl (CH2Cl2), C([O-])([O-])=O.[Na+].[Na+] (sodium carbonate), ClC=1C(=CC(=NC1)N[C@@H]1CC[C@H](CC1)CNC(OC(C)(C)C)=O)I (tert-butyl (trans-4-(5-chloro-4-iodopyridin-2-yl-amino)cyclohexyl)methylcarbamate), FC1=NC(=CC=C1)B1OC(C(O1)(C)C)(C)C (2-fluoro-6-(4,4,5,5-tetramethyl-1,3,2-dioxaborolan-2-yl)pyridine). Reagents/catalysts: C1=CC=C(C=C1)P([C-]2C=CC=C2)C3=CC=CC=C3.C1=CC=C(C=C1)P([C-]2C=CC=C2)C3=CC=CC=C3.Cl[Pd]Cl.[Fe+2] (PdCl2(dppf)). The solvent is COCCOC (DME), C(C)(=O)OCC (ethyl acetate). Conditions: temperature 100 celsius, time 2 hour. Product: ClC=1C(=CC(=NC1)N[C@@H]1CC[C@H](CC1)CNC(OC(C)(C)C)=O)C1=NC(=CC=C1)F (tert-butyl (trans-4-(5′-chloro-6-fluoro-2,4′-bipyridin-2′-yl-amino)cyclohexyl)methylcarbamate). Isolated yield 83.1%. Reaction SMILES: [Cl:1][C:2]1[C:3](I)=[CH:4][C:5]([NH:8][C@H:9]2[CH2:14][CH2:13][C@H:12]([CH2:15][NH:16][C:17](=[O:23])[O:18][C:19]([CH3:22])([CH3:21])[CH3:20])[CH2:11][CH2:10]2)=[N:6][CH:7]=1.[F:25][C:26]1[CH:31]=[CH:30][CH:29]=[C:28](B2OC(C)(C)C(C)(C)O2)[N:27]=1.C(Cl)Cl.C(=O)([O-])[O-].[Na+].[Na+]>C1C=CC(P(C2C=CC=CC=2)[C-]2C=CC=C2)=CC=1.C1C=CC(P(C2C=CC=CC=2)[C-]2C=CC=C2)=CC=1.Cl[Pd]Cl.[Fe+2].C(OCC)(=O)C.COCCOC>[Cl:1][C:2]1[C:3]([C:28]2[CH:29]=[CH:30][CH:31]=[C:26]([F:25])[N:27]=2)=[CH:4][C:5]([NH:8][C@H:9]2[CH2:14][CH2:13][C@H:12]([CH2:15][NH:16][C:17](=[O:23])[O:18][C:19]([CH3:22])([CH3:21])[CH3:20])[CH2:11][CH2:10]2)=[N:6][CH:7]=1 |f:3.4.5,6.7.8.9|. Reported procedure: A mixture of tert-butyl (trans-4-(5-chloro-4-iodopyridin-2-yl-amino)cyclohexyl)methylcarbamate (510 mg, 1.095 mmol), 2-fluoro-6-(4,4,5,5-tetramethyl-1,3,2-dioxaborolan-2-yl)pyridine (440 mg, 1.971 mmol), PdCl2(dppf).CH2Cl2 adduct (89 mg, 0.109 mmol), DME (7.5 ml), and 2M sodium carbonate (2.464 ml, 4.93 mmol) reaction mixture was stirred at about 100° C. for about 2 hours. The reaction mixture was cooled to room temperature, mixed with 20 ml ethyl acetate, filtered and concentrated to yield a cr... The reactants are BrC=1C=C(C=CC1)N1C=CC=C1 (1-(3-bromophenyl)-1H-pyrrole), B1(OC(C(O1)(C)C)(C)C)B2OC(C(O2)(C)C)(C)C (bis(pinacolato)diboron), C(C)(=O)[O-].[K+] (potassium acetate), Cl.N12C[C@@H](C(CC1)CC2)NC(=O)C=2SC1=C(C2)C=CC=C1Br (N-[(3R)-1-azabicyclo[2.2.2]oct-3-yl]-7-bromo-1-benzothiophene-2-carboxamide hydrochloride), C([O-])([O-])=O.[Na+].[Na+] (sodium carbonate). The reagents and catalysts are C1=CC=C(C=C1)P([C-]2C=CC=C2)C3=CC=CC=C3.C1=CC=C(C=C1)P([C-]2C=CC=C2)C3=CC=CC=C3.Cl[Pd]Cl.[Fe+2] (PdCl2(dppf)), C1=CC=C(C=C1)P([C-]2C=CC=C2)C3=CC=CC=C3.C1=CC=C(C=C1)P([C-]2C=CC=C2)C3=CC=CC=C3.Cl[Pd]Cl.[Fe+2] (PdCl2(dppf)). The solvent is CN(C)C=O (DMF). Product: Cl.N12C[C@@H](C(CC1)CC2)NC(=O)C=2SC1=C(C2)C=CC=C1C1=CC(=CC=C1)N1C=CC=C1 (N-[(3R)-1-Azabicyclo[2.2.2]oct-3-yl]-7-[3-(1H-pyrrol-1-yl)phenyl]-1-benzothiophene-2-carboxamide hydrochloride). As a reaction SMILES: Br[C:2]1[CH:3]=[C:4]([N:8]2[CH:12]=[CH:11][CH:10]=[CH:9]2)[CH:5]=[CH:6][CH:7]=1.B1(B2OC(C)(C)C(C)(C)O2)OC(C)(C)C(C)(C)O1.C([O-])(=O)C.[K+].[ClH:36].[N:37]12[CH2:44][CH2:43][CH:40]([CH2:41][CH2:42]1)[C@@H:39]([NH:45][C:46]([C:48]1[S:49][C:50]3[C:56](Br)=[CH:55][CH:54]=[CH:53][C:51]=3[CH:52]=1)=[O:47])[CH2:38]2.C(=O)([O-])[O-].[Na+].[Na+]>CN(C=O)C.C1C=CC(P(C2C=CC=CC=2)[C-]2C=CC=C2)=CC=1.C1C=CC(P(C2C=CC=CC=2)[C-]2C=CC=C2)=CC=1.Cl[Pd]Cl.[Fe+2]>[ClH:36].[N:37]12[CH2:42][CH2:41][CH:40]([CH2:43][CH2:44]1)[C@@H:39]([NH:45][C:46]([C:48]1[S:49][C:50]3[C:56]([C:2]4[CH:7]=[CH:6][CH:5]=[C:4]([N:8]5[CH:12]=[CH:11][CH:10]=[CH:9]5)[CH:3]=4)=[CH:55][CH:54]=[CH:53][C:51]=3[CH:52]=1)=[O:47])[CH2:38]2 |f:2.3,4.5,6.7.8,10.11.12.13,14.15|. Procedure details: 124.4 mg (0.56 mmol) of 1-(3-bromophenyl)-1H-pyrrole, 142.2 mg (0.56 mmol) of bis(pinacolato)diboron, 119.1 mg (1.21 mmol) of potassium acetate, 13.7 mg (0.02 mmol) of PdCl2(dppf), 150.0 mg (0.37 mmol) of N-[(3R)-1-azabicyclo[2.2.2]oct-3-yl]-7-bromo-1-benzothiophene-2-carboxamide hydrochloride (Example 8A), 0.93 ml of 2 M sodium carbonate solution and a further 13.7 mg (0.02 mmol) of PdCl2(dppf) in 2.0 ml of DMF are reacted by general method D. Drying under high vacuum results in 86.9 mg (48% of... Starting materials: CI, CN(C)P(=O)(N(C)C)N(C)C, CC(C)[N-]C(C)C, [Li+], C1CCOC1, COC(=O)Cc1ccc(C(=O)c2cccs2)cc1. Yields the product COC(=O)C(C)c1ccc(C(=O)c2cccs2)cc1. As a reaction SMILES: [CH3:32][I:33].[CH3:34][N:35]([P:36]([N:37]([CH3:38])[CH3:39])([N:40]([CH3:41])[CH3:42])=[O:43])[CH3:44].[CH:1]([N-:2][CH:3]([CH3:4])[CH3:5])([CH3:6])[CH3:7].[Li+:8].[O:9]1[CH2:10][CH2:11][CH2:12][CH2:13]1.[c:14]1([C:19](=[O:20])[c:21]2[cH:22][cH:23][c:24]([CH2:27][C:28](=[O:29])[O:30][CH3:31])[cH:25][cH:26]2)[cH:15][cH:16][cH:17][s:18]1>>[CH3:1][CH:27]([c:24]1[cH:23][cH:22][c:21]([C:19]([c:14]2[cH:15][cH:16][cH:17][s:18]2)=[O:20])[cH:26][cH:25]1)[C:28](=[O:29])[O:30][CH3:31]. The reactants are Br.FC(OC1=C(C(=NN1C)C(F)(F)F)CSC(N)=N)F (2-(5-difluoromethoxy-1-methyl-3-trifluoromethyl-1H-pyrazole-4-ylmethyl)-isothiourea hydrobromide), C([O-])([O-])=O.[K+].[K+] (potassium carbonate), O (water), C(C)S(=O)(=O)C1=NOC(C1)(C)C (3-ethanesulfonyl-5,5-dimethyl-2-isoxazoline), C([O-])([O-])=O.[K+].[K+] (potassium carbonate). The solvent is C(C)O (ethanol), CN(C=O)C (N,N-dimethylformamide). Run at time 30 minute. Product: FC(OC1=C(C(=NN1C)C(F)(F)F)CSC1=NOC(C1)(C)C)F (3-(5-difluoromethoxy-1-methyl-3-trifluoromethyl-1H-pyrazole-4-ylmethylthio)-5,5-dimethyl-2-isoxazoline). Isolated yield 86.3%. RXN SMILES: Br.[F:2][CH:3]([F:20])[O:4][C:5]1[N:9]([CH3:10])[N:8]=[C:7]([C:11]([F:14])([F:13])[F:12])[C:6]=1[CH2:15][S:16][C:17](=N)[NH2:18].C(=O)([O-])[O-].[K+].[K+].O.C(S(C1[CH2:37][C:36]([CH3:39])([CH3:38])[O:35]N=1)(=O)=O)C>C(O)C.CN(C)C=O>[F:2][CH:3]([F:20])[O:4][C:5]1[N:9]([CH3:10])[N:8]=[C:7]([C:11]([F:14])([F:13])[F:12])[C:6]=1[CH2:15][S:16][C:17]1[CH2:37][C:36]([CH3:39])([CH3:38])[O:35][N:18]=1 |f:0.1,2.3.4|. Procedure: To a solution of 1.93 g (5.00 mmol) of 2-(5-difluoromethoxy-1-methyl-3-trifluoromethyl-1H-pyrazole-4-ylmethyl)-isothiourea hydrobromide in 10 ml of ethanol were added 0.83 g (6.00 mmol) of anhydrous potassium carbonate and 5 ml of water, followed by 30 minutes of stirring at room temperature. Thereto were added a solution of 0.95 g (5.00 mmol) of 3-ethanesulfonyl-5,5-dimethyl-2-isoxazoline in 5 ml of N,N-dimethylformamide and 0.83 g (6.00 mmol) of anhydrous potassium carbonate at room temperatur...